From a dataset of the Open Reaction Database (ORD), a public repository of structured organic reaction records. describe an organic reaction: reactants, conditions, products, and yield Starting materials: BrC1=C(CC=2OC(=C(C2C(=O)C2=CC(=C(C(=C2)C(C)C)O)C(C)C)C)C)C=CC=C1 ([2-(2-bromo-benzyl)-4,5-dimethyl-furan-3-yl]-(3,5-diisopropyl-4-hydroxy-phenyl)-methanone), ClS(=O)(=O)C1=CC(=C(C(=O)O)C=C1)O (4-chlorosulphonyl-2-hydroxybenzoic acid). Product: BrC1=C(CC=2OC(=C(C2C(=O)C2=CC(=C(OS(=O)(=O)C3=CC(=C(C(=O)O)C=C3)O)C(=C2)C(C)C)C(C)C)C)C)C=CC=C1 (4-{4-[2-(2-Bromo-benzyl)-4,5-dimethyl-furan-3-carbonyl]-2,6-diisopropyl-phenoxysulfonyl}-2-hydroxy-benzoic acid). The yield is 46.7%. As a reaction SMILES: [Br:1][C:2]1[CH:30]=[CH:29][CH:28]=[CH:27][C:3]=1[CH2:4][C:5]1[O:6][C:7]([CH3:26])=[C:8]([CH3:25])[C:9]=1[C:10]([C:12]1[CH:17]=[C:16]([CH:18]([CH3:20])[CH3:19])[C:15]([OH:21])=[C:14]([CH:22]([CH3:24])[CH3:23])[CH:13]=1)=[O:11].Cl[S:32]([C:35]1[CH:43]=[CH:42][C:38]([C:39]([OH:41])=[O:40])=[C:37]([OH:44])[CH:36]=1)(=[O:34])=[O:33]>>[Br:1][C:2]1[CH:30]=[CH:29][CH:28]=[CH:27][C:3]=1[CH2:4][C:5]1[O:6][C:7]([CH3:26])=[C:8]([CH3:25])[C:9]=1[C:10]([C:12]1[CH:17]=[C:16]([CH:18]([CH3:19])[CH3:20])[C:15]([O:21][S:32]([C:35]2[CH:43]=[CH:42][C:38]([C:39]([OH:41])=[O:40])=[C:37]([OH:44])[CH:36]=2)(=[O:34])=[O:33])=[C:14]([CH:22]([CH3:23])[CH3:24])[CH:13]=1)=[O:11]. Procedure details: The title compound was prepared according to the procedure in Example 4 using [2-(2-bromo-benzyl)-4,5-dimethyl-furan-3-yl]-(3,5-diisopropyl-4-hydroxy-phenyl)-methanone (0.300 g, 0.639 mmol) and 4-chlorosulphonyl-2-hydroxybenzoic acid (0.197 g, 0.831 mmol). Purification on Dynamax C18 (90% CH3CN/H2O) gave 0.20 g (47%) of the title compound as a yellow solid, mp 90-95° C. 1H NMR (DMSO-d6) δ1.06 (d, 12H), 1.85 (s, 3H), 2.19 (s, 3H), 3.07 (septet, 2H), 3.91 (s, 2H), 7.14-7.16 (m, 2H), 7.29 (dt, 1H),... The reactants are ClC1=CC(=C(C=C1)[N+](=O)[O-])F (4-chloro-2-fluoronitrobenzene), OC=1C=C(C=CC1)[C@@H](C)NC(OC(C)(C)C)=O (tert-butyl(1R)-1-(3-hydroxyphenyl)ethylcarbamate), C([O-])([O-])=O.[K+].[K+] (potassium carbonate), CN(C=O)C (N,N-dimethylformamide). The solvent is O (water). Run at temperature 100 celsius, time 1 hour. Yields the product ClC=1C=CC(=C(OC=2C=C(C=CC2)[C@@H](C)NC(OC(C)(C)C)=O)C1)[N+](=O)[O-] (tert-butyl(1R)-(-)-1-[3-(5-chloro-2-nitrophenoxy)phenyl]ethylcarbamate). Isolated yield 60.8%. Reaction SMILES: [Cl:1][C:2]1[CH:7]=[CH:6][C:5]([N+:8]([O-:10])=[O:9])=[C:4](F)[CH:3]=1.[OH:12][C:13]1[CH:14]=[C:15]([C@H:19]([NH:21][C:22](=[O:28])[O:23][C:24]([CH3:27])([CH3:26])[CH3:25])[CH3:20])[CH:16]=[CH:17][CH:18]=1.C(=O)([O-])[O-].[K+].[K+].CN(C)C=O>O>[Cl:1][C:2]1[CH:7]=[CH:6][C:5]([N+:8]([O-:10])=[O:9])=[C:4]([CH:3]=1)[O:12][C:13]1[CH:14]=[C:15]([C@H:19]([NH:21][C:22](=[O:28])[O:23][C:24]([CH3:27])([CH3:26])[CH3:25])[CH3:20])[CH:16]=[CH:17][CH:18]=1 |f:2.3.4|. Reported procedure: A mixture of 4-chloro-2-fluoronitrobenzene (10.6 g, 54 mmols), tert-butyl(1R)-1-(3-hydroxyphenyl)ethylcarbamate (13.7 g, 58 mmols), potassium carbonate (8.7 g, 63 mmols) and N,N-dimethylformamide (150 ml) was stirred at 100° C. for 1 hour. The reaction mixture was cooled, poured into water, and extracted with ethyl acetate. The extract was washed with water and brine, and then dried with anhydrous magnesium sulfate, and the solvent was evaporated away. The residue was purified through silica gel... Reactants: COC1=C(C=CC=C1)SC1=C(C(=O)O)C=C(C=C1)[N+](=O)[O-] (2-(2-Methoxy-phenylsulfanyl)-5-nitro-benzoic acid), crude mixture, N (ammonia). Run in CS(=O)(=O)O (methanesulphonic acid). Run at temperature 100 celsius. The product is COC1=C2SC=3C=CC(=CC3C(C2=CC=C1)=O)[N+](=O)[O-] (5-Methoxy-2-nitro-thioxanthene-9-one). Reaction SMILES: [CH3:1][O:2][C:3]1[CH:8]=[CH:7][CH:6]=[CH:5][C:4]=1[S:9][C:10]1[CH:18]=[CH:17][C:16]([N+:19]([O-:21])=[O:20])=[CH:15][C:11]=1[C:12]([OH:14])=O.N>CS(O)(=O)=O>[CH3:1][O:2][C:3]1[CH:8]=[CH:7][CH:6]=[C:5]2[C:4]=1[S:9][C:10]1[CH:18]=[CH:17][C:16]([N+:19]([O-:21])=[O:20])=[CH:15][C:11]=1[C:12]2=[O:14]. Reported procedure: 2-(2-Methoxy-phenylsulfanyl)-5-nitro-benzoic acid (13.00 g, 42.58 mmol) was suspended in methanesulphonic acid (100 ml) and heated at 100° C. The crude mixture was slowly poured onto ice with vigorous stirring then neutralized with conc. ammonia solution. The precipitate was filtered and washed with water. The yellow/lime colored solid was dried under vacuum at 50° C. to give the crude title compound which was used without any further purification (12 g, 98%). m/z (LC-MS, ESP), RT=4.89 min, (M++... The reactants are CC(=O)Oc1cccc(C(=O)NC(Cc2ccccc2)C(O)C(=O)O)c1C, C=CCNC(=O)C1NCSC1(C)C, CC1CCCO1, CC(C)N=C=NC(C)C, O, On1nnc2ccccc21. Yields the product C=CCNC(=O)C1N(C(=O)C(O)C(Cc2ccccc2)NC(=O)c2cccc(OC(C)=O)c2C)CSC1(C)C. RXN SMILES: [C:1]([CH3:2])(=[O:3])[O:4][c:5]1[c:6]([CH3:27])[c:7]([C:8](=[O:9])[NH:10][CH:11]([CH:12]([C:13](=[O:14])[OH:15])[OH:16])[CH2:17][c:18]2[cH:19][cH:20][cH:21][cH:22][cH:23]2)[cH:24][cH:25][cH:26]1.[CH2:28]([CH:29]=[CH2:30])[NH:31][C:32](=[O:33])[CH:34]1[NH:35][CH2:36][S:37][C:38]1([CH3:39])[CH3:40].[CH3:61][CH:62]1[CH2:63][CH2:64][CH2:65][O:66]1.[CH:52]([N:53]=[C:54]=[N:55][CH:56]([CH3:57])[CH3:58])([CH3:59])[CH3:60].[OH2:51].[OH:41][n:42]1[c:43]2[c:44]([cH:45][cH:46][cH:47][cH:48]2)[n:49][n:50]1>>[C:1]([CH3:2])(=[O:3])[O:4][c:5]1[c:6]([CH3:27])[c:7]([C:8](=[O:9])[NH:10][CH:11]([CH:12]([C:13](=[O:14])[N:35]2[CH:34]([C:32]([NH:31][CH2:28][CH:29]=[CH2:30])=[O:33])[C:38]([CH3:39])([CH3:40])[S:37][CH2:36]2)[OH:16])[CH2:17][c:18]2[cH:19][cH:20][cH:21][cH:22][cH:23]2)[cH:24][cH:25][cH:26]1. The reactants are C(C1=CC=CC=C1)(C1=CC=CC=C1)(C1=CC=CC=C1)NC=1SC=C(N1)/C(/C(=O)O)=N/OCC=1N=C(SC1)NC(C1=CC=CC=C1)(C1=CC=CC=C1)C1=CC=CC=C1 ((Z)-α-(2-tritylamino-4-thiazolyl)-α-[(2-tritylamino-4-thiazolyl)methoxyimino]acetic acid), ice water, acid chloride, C(C1=CC=CC=C1)(C1=CC=CC=C1)OC(=O)C1=C(CS[C@H]2N1C(C2N)=O)CSC2=NN=NN2C (7-amino-3-(1-methyl-5-tetrazolyl)thiomethyl-3-cephem-4-carboxylic acid benzhydryl ester), P(Cl)(Cl)(Cl)(Cl)Cl (phosphorus pentachloride), Cl (hydrochloric acid). Solvent: ClCCl (dichloromethane), N1=CC=CC=C1 (pyridine), ClCCl (dichloromethane), ClCCl (dichloromethane), ClCCl (dichloromethane). Conditions: temperature -35 celsius, time 15 minute. The product is C(C1=CC=CC=C1)(C1=CC=CC=C1)OC(=O)C1=C(CS[C@H]2N1C(C2NC(\C(=N/OCC=2N=C(SC2)NC(C2=CC=CC=C2)(C2=CC=CC=C2)C2=CC=CC=C2)\C=2N=C(SC2)NC(C2=CC=CC=C2)(C2=CC=CC=C2)C2=CC=CC=C2)=O)=O)CSC2=NN=NN2C ((Z)-7-{α-(2-tritylamino-4-thiazolyl)-α-[(2-tritylamino-4-thiazolyl)methoxyimino]acetamido}-3-[(1-methyl-5-tetrazolyl)thiomethyl]-3-cephem-4-carboxylic acid benzhydryl ester). Yield: 63.4%. Reaction SMILES: [C:1]([NH:20][C:21]1[S:22][CH:23]=[C:24](/[C:26](=[N:30]/[O:31][CH2:32][C:33]2[N:34]=[C:35]([NH:38][C:39]([C:52]3[CH:57]=[CH:56][CH:55]=[CH:54][CH:53]=3)([C:46]3[CH:51]=[CH:50][CH:49]=[CH:48][CH:47]=3)[C:40]3[CH:45]=[CH:44][CH:43]=[CH:42][CH:41]=3)[S:36][CH:37]=2)/[C:27]([OH:29])=O)[N:25]=1)([C:14]1[CH:19]=[CH:18][CH:17]=[CH:16][CH:15]=1)([C:8]1[CH:13]=[CH:12][CH:11]=[CH:10][CH:9]=1)[C:2]1[CH:7]=[CH:6][CH:5]=[CH:4][CH:3]=1.P(Cl)(Cl)(Cl)(Cl)Cl.[CH:64]([O:77][C:78]([C:80]1[N:85]2[C:86](=[O:89])[CH:87]([NH2:88])[C@H:84]2[S:83][CH2:82][C:81]=1[CH2:90][S:91][C:92]1[N:96]([CH3:97])[N:95]=[N:94][N:93]=1)=[O:79])([C:71]1[CH:76]=[CH:75][CH:74]=[CH:73][CH:72]=1)[C:65]1[CH:70]=[CH:69][CH:68]=[CH:67][CH:66]=1.Cl>ClCCl.N1C=CC=CC=1>[CH:64]([O:77][C:78]([C:80]1[N:85]2[C:86](=[O:89])[CH:87]([NH:88][C:27](=[O:29])/[C:26](/[C:24]3[N:25]=[C:21]([NH:20][C:1]([C:8]4[CH:9]=[CH:10][CH:11]=[CH:12][CH:13]=4)([C:14]4[CH:15]=[CH:16][CH:17]=[CH:18][CH:19]=4)[C:2]4[CH:3]=[CH:4][CH:5]=[CH:6][CH:7]=4)[S:22][CH:23]=3)=[N:30]\[O:31][CH2:32][C:33]3[N:34]=[C:35]([NH:38][C:39]([C:52]4[CH:53]=[CH:54][CH:55]=[CH:56][CH:57]=4)([C:40]4[CH:41]=[CH:42][CH:43]=[CH:44][CH:45]=4)[C:46]4[CH:51]=[CH:50][CH:49]=[CH:48][CH:47]=4)[S:36][CH:37]=3)[C@H:84]2[S:83][CH2:82][C:81]=1[CH2:90][S:91][C:92]1[N:96]([CH3:97])[N:95]=[N:94][N:93]=1)=[O:79])([C:71]1[CH:72]=[CH:73][CH:74]=[CH:75][CH:76]=1)[C:65]1[CH:70]=[CH:69][CH:68]=[CH:67][CH:66]=1. Procedure details: In 6 ml of dichloromethane was suspended 500 mg of (Z)-α-(2-tritylamino-4-thiazolyl)-α-[(2-tritylamino-4-thiazolyl)methoxyimino]acetic acid and after cooling the suspension to 3°-4° C. and adding thereto 133 mg of phosphorus pentachloride, the mixture was stirred for 15 minutes at 3°-4° C. On the other hand, 316 mg of 7-amino-3-(1-methyl-5-tetrazolyl)thiomethyl-3-cephem-4-carboxylic acid benzhydryl ester was dissolved in 6 ml of dichloromethane. After cooling the solution to -35° C. and adding 5... Reactants: C[Sn](C1=NC=CC=C1)(C)C (2-Trimethylstannanyl-pyridine), CN(C=O)C (N,N-Dimethylformamide), BrC1=CC=C2C=NC(=NN21)SC (7-Bromo-2-methylsulfanyl-pyrrolo[2,1-f][1,2,4]triazine). Reagents/catalysts: C=1C=CC(=CC1)[P](C=2C=CC=CC2)(C=3C=CC=CC3)[Pd]([P](C=4C=CC=CC4)(C=5C=CC=CC5)C=6C=CC=CC6)([P](C=7C=CC=CC7)(C=8C=CC=CC8)C=9C=CC=CC9)[P](C=1C=CC=CC1)(C=1C=CC=CC1)C=1C=CC=CC1 (Tetrakis(triphenylphosphine)palladium(0)). The solvent is CCOC(=O)C (EtOAc). Conditions: temperature 80 celsius. Yields the product CSC1=NN2C(C=N1)=CC=C2C2=NC=CC=C2 (2-Methylsulfanyl-7-pyridin-2-yl-pyrrolo[2,1-f][1,2,4]triazine). Isolated yield 70.0%. As a reaction SMILES: C[Sn](C)(C)[C:3]1[CH:8]=[CH:7][CH:6]=[CH:5][N:4]=1.CN(C)C=O.Br[C:17]1[N:25]2[C:20]([CH:21]=[N:22][C:23]([S:26][CH3:27])=[N:24]2)=[CH:19][CH:18]=1>CCOC(C)=O.C1C=CC([P]([Pd]([P](C2C=CC=CC=2)(C2C=CC=CC=2)C2C=CC=CC=2)([P](C2C=CC=CC=2)(C2C=CC=CC=2)C2C=CC=CC=2)[P](C2C=CC=CC=2)(C2C=CC=CC=2)C2C=CC=CC=2)(C2C=CC=CC=2)C2C=CC=CC=2)=CC=1>[CH3:27][S:26][C:23]1[N:22]=[CH:21][C:20]2=[CH:19][CH:18]=[C:17]([C:3]3[CH:8]=[CH:7][CH:6]=[CH:5][N:4]=3)[N:25]2[N:24]=1 |^1:37,39,58,77|. Procedure details: 2-Trimethylstannanyl-pyridine (0.557 g, 2.30 mmol) in N,N-Dimethylformamide (7.6 mL, 98 mmol) was added 7-Bromo-2-methylsulfanyl-pyrrolo[2,1-f][1,2,4]triazine (0.250 g, 1.02 mmol) and Tetrakis(triphenylphosphine)palladium(0) (67 mg, 0.058 mmol) in a vial, and the mixture was heated in a block at 80° C. The reaction mixture was then diluted with EtOAc (30 mL) and washed with water (1×, 10 mL), 2.5M KF (2×, 10 mL), and brine (1×, 10 mL), followed by drying with sodium sulfate, filtering, and conc....